Dataset: the Open Reaction Database (ORD), a public repository of structured organic reaction records. Task: describe an organic reaction: reactants, conditions, products, and yield Starting materials: O=C([O-])[O-], CS(C)=O, CCOC(C)=O, [Cs+], [Cs+], O=Cc1ccc([N+](=O)[O-])c(F)c1, COC(=O)C1CCNCC1. The product is COC(=O)C1CCN(c2cc(C=O)ccc2[N+](=O)[O-])CC1. As a reaction SMILES: [C:23](=[O:24])([O-:25])[O-:26].[CH3:29][S:30]([CH3:31])=[O:32].[CH3:33][CH2:34][O:35][C:36]([CH3:37])=[O:38].[Cs+:27].[Cs+:28].[F:1][c:2]1[cH:3][c:4]([CH:5]=[O:6])[cH:7][cH:8][c:9]1[N+:10](=[O:11])[O-:12].[NH:13]1[CH2:14][CH2:15][CH:16]([C:19](=[O:20])[O:21][CH3:22])[CH2:17][CH2:18]1>>[c:2]1([N:13]2[CH2:14][CH2:15][CH:16]([C:19](=[O:20])[O:21][CH3:22])[CH2:17][CH2:18]2)[cH:3][c:4]([CH:5]=[O:6])[cH:7][cH:8][c:9]1[N+:10](=[O:11])[O-:12]. The reactants are N12CCN(C(CC1)CC2)C=2C=C(C(=O)NC)C(=CN2)[N+](=O)[O-] (2-(1,4-diazabicyclo[3.2.2]nonan-4-yl)-N-methyl-5-nitroisonicotinamide), N12CCN(C(CC1)CC2)C=2C=C(C(=O)NC)C(=CN2)[N+](=O)[O-] (2-(1,4-diazabicyclo[3.2.2]nonan-4-yl)-N-methyl-5-nitroisonicotinamide), [H][H] (hydrogen). The reagents and catalysts are [Pd] (palladium on carbon). The solvent is CO (methanol). Conditions: time 8 hour. Product: NC1=CN=C(C=C1C(=O)NC)N1CCN2CCC1CC2 (5-amino-2-(1,4-diazabicyclo[3.2.2]nonan-4-yl)-N-methylisonicotinamide). Reaction SMILES: [N:1]12[CH2:9][CH2:8][CH:5]([CH2:6][CH2:7]1)[N:4]([C:10]1[CH:11]=[C:12]([C:17]([N+:20]([O-])=O)=[CH:18][N:19]=1)[C:13]([NH:15][CH3:16])=[O:14])[CH2:3][CH2:2]2.[H][H]>CO.[Pd]>[NH2:20][C:17]1[C:12]([C:13]([NH:15][CH3:16])=[O:14])=[CH:11][C:10]([N:4]2[CH:5]3[CH2:6][CH2:7][N:1]([CH2:9][CH2:8]3)[CH2:2][CH2:3]2)=[N:19][CH:18]=1. Procedure: To a solution of 2-(1,4-diazabicyclo[3.2.2]nonan-4-yl)-N-methyl-5-nitroisonicotinamide (Intermediate 28A) (50 mg, 0.16 mmol) in methanol (0.3 mL) under nitrogen was added palladium on carbon (25 mg). Reaction subjected to a hydrogen atmosphere and stirred overnight. The reaction mixture was filtered and concentrated to afford 5-amino-2-(1,4-diazabicyclo[3.2.2]nonan-4-yl)-N-methylisonicotinamide. The reactants are ClC=1C(=CC(=C(C1)S(=O)(=O)N(C1=NC=NC=C1)COCC)F)F (5-chloro-N-(ethoxymethyl)-2,4-difluoro-N-pyrimidin-4-ylbenzenesulfonamide), ClC=1C(=CC(=C(C1)S(=O)(=O)/N=C\1/N=CN(C=C1)COCC)F)F (5-chloro-N-[(4E)-1-(ethoxymethyl)pyrimidin-4(1H)-ylidene]-2,4-difluorobenzenesulfonamide), ClC=1C(=CC(=C(C1)S(=O)(=O)/N=C\1/N=CN(C=C1)COCC)F)F (5-chloro-N-[(4E)-1-(ethoxymethyl)pyrimidin-4(1H)-ylidene]-2,4-difluorobenzenesulfonamide), NC1=NC=CC(=C1)C1=C(C=CC(=C1)Cl)O (2-(2-aminopyridin-4-yl)-4-chlorophenol). The product is NC1=NC=CC(=C1)C1=C(OC2=CC(=C(C=C2Cl)S(=O)(=O)NC2=NC=NC=C2)F)C=CC(=C1)Cl (4-[2-(2-aminopyridin-4-yl)-4-chlorophenoxy]-5-chloro-2-fluoro-N-pyrimidin-4-ylbenzenesulfonamide). As a reaction SMILES: [Cl:1][C:2]1[C:3](F)=[CH:4][C:5]([F:22])=[C:6]([S:8]([N:11](COCC)[C:12]2[CH:17]=[CH:16][N:15]=[CH:14][N:13]=2)(=[O:10])=[O:9])[CH:7]=1.ClC1C(F)=CC(F)=C(S(/N=C2/N=CN(COCC)C=C/2)(=O)=O)C=1.[NH2:47][C:48]1[CH:53]=[C:52]([C:54]2[CH:59]=[C:58]([Cl:60])[CH:57]=[CH:56][C:55]=2[OH:61])[CH:51]=[CH:50][N:49]=1>>[NH2:47][C:48]1[CH:53]=[C:52]([C:54]2[CH:59]=[C:58]([Cl:60])[CH:57]=[CH:56][C:55]=2[O:61][C:3]2[C:2]([Cl:1])=[CH:7][C:6]([S:8]([NH:11][C:12]3[CH:17]=[CH:16][N:15]=[CH:14][N:13]=3)(=[O:9])=[O:10])=[C:5]([F:22])[CH:4]=2)[CH:51]=[CH:50][N:49]=1. Procedure details: The title compound was prepared by analogy with the method used for Example 813 below using 5-chloro-N-(ethoxymethyl)-2,4-difluoro-N-pyrimidin-4-ylbenzenesulfonamide, 5-chloro-N-[(4E)-1-(ethoxymethyl)pyrimidin-4(1H)-ylidene]-2,4-difluorobenzenesulfonamide and 5-chloro-N-[(4E)-1-(ethoxymethyl)pyrimidin-4(1H)-ylidene]-2,4-difluorobenzenesulfonamide, (Preparation 719) used as a mixture of three regioisomers and 2-(2-aminopyridin-4-yl)-4-chlorophenol (Preparation 721). Starting materials: CCn1c(=O)c(-c2ccc(Br)cc2Cl)cc2cnc(SC)nc21, ClCCl, O=C(OO)c1cccc(Cl)c1. Product: CCn1c(=O)c(-c2ccc(Br)cc2Cl)cc2cnc(S(C)=O)nc21. As a reaction SMILES: [Br:1][c:2]1[cH:3][c:4]([Cl:23])[c:5](-[c:8]2[cH:9][c:10]3[c:11]([n:12][c:13]([S:16][CH3:17])[n:14][cH:15]3)[n:18]([CH2:21][CH3:22])[c:19]2=[O:20])[cH:6][cH:7]1.[Cl:35][CH2:36][Cl:37].[OH:24][O:25][C:26]([c:27]1[cH:28][c:29]([Cl:30])[cH:31][cH:32][cH:33]1)=[O:34]>>[Br:1][c:2]1[cH:3][c:4]([Cl:23])[c:5](-[c:8]2[cH:9][c:10]3[c:11]([n:12][c:13]([S:16]([CH3:17])=[O:24])[n:14][cH:15]3)[n:18]([CH2:21][CH3:22])[c:19]2=[O:20])[cH:6][cH:7]1. The reactants are CCOCCn1c(NC2CCN(CCC3(c4ccccc4)CCN(C(=O)OC(C)(C)C)C3)CC2)nc2ccccc21, ClCCl, Cl, C1COCCO1. Yields the product CCOCCn1c(NC2CCN(CCC3(c4ccccc4)CCNC3)CC2)nc2ccccc21. As a reaction SMILES: [C:1]([O:2][C:3](=[O:4])[N:8]1[CH2:9][C:10]([c:13]2[cH:14][cH:15][cH:16][cH:17][cH:18]2)([CH2:19][CH2:20][N:21]2[CH2:22][CH2:23][CH:24]([NH:27][c:28]3[n:29][c:30]4[c:31]([n:32]3[CH2:33][CH2:34][O:35][CH2:36][CH3:37])[cH:38][cH:39][cH:40][cH:41]4)[CH2:25][CH2:26]2)[CH2:11][CH2:12]1)([CH3:5])([CH3:6])[CH3:7].[Cl:49][CH2:50][Cl:51].[ClH:42].[O:43]1[CH2:44][CH2:45][O:46][CH2:47][CH2:48]1>>[NH:8]1[CH2:9][C:10]([c:13]2[cH:14][cH:15][cH:16][cH:17][cH:18]2)([CH2:19][CH2:20][N:21]2[CH2:22][CH2:23][CH:24]([NH:27][c:28]3[n:29][c:30]4[c:31]([n:32]3[CH2:33][CH2:34][O:35][CH2:36][CH3:37])[cH:38][cH:39][cH:40][cH:41]4)[CH2:25][CH2:26]2)[CH2:11][CH2:12]1. Reactants: FC=1C=CC(=C(C1)OCC1=CC=CC=C1)[N+](=O)[O-] (benzyl 5-fluoro-2-nitrophenyl ether), [H-].[Na+] (sodium hydride), C(CC(=O)OCC)(=O)OCC (diethyl malonate), [H][H] (hydrogen). Solvent: CN(C)C=O (DMF), CN(C)C=O (DMF), O (Water). Run at temperature 0 celsius. The product is C(C1=CC=CC=C1)OC=1C=C(C=CC1[N+](=O)[O-])C(C(=O)OCC)C(=O)OCC (diethyl 3-benzyloxy-4-nitrophenylmalonate). Isolated yield 98.3%. As a reaction SMILES: [H-].[Na+].[C:3]([O:11][CH2:12][CH3:13])(=[O:10])[CH2:4][C:5]([O:7][CH2:8][CH3:9])=[O:6].[H][H].F[C:17]1[CH:18]=[CH:19][C:20]([N+:31]([O-:33])=[O:32])=[C:21]([O:23][CH2:24][C:25]2[CH:30]=[CH:29][CH:28]=[CH:27][CH:26]=2)[CH:22]=1>CN(C=O)C.O>[CH2:24]([O:23][C:21]1[CH:22]=[C:17]([CH:4]([C:5]([O:7][CH2:8][CH3:9])=[O:6])[C:3]([O:11][CH2:12][CH3:13])=[O:10])[CH:18]=[CH:19][C:20]=1[N+:31]([O-:33])=[O:32])[C:25]1[CH:26]=[CH:27][CH:28]=[CH:29][CH:30]=1 |f:0.1|. Procedure: In DMF (100 ml) was suspended sodium hydride (4.63 g, 115.7 mmol). Under cooling at 0° C. and stirring, diethyl malonate (18.5 g, 115.7 mmol) was added dropwise. After vigorous evolution of a hydrogen gas stopped, a solution of benzyl 5-fluoro-2-nitrophenyl ether (14.3 g, 57.8 mmol) in DMF (100 ml) was added to the reaction mixture at 0° C. The reaction mixture was stirred for 15 hours at room temperature. Water (500 ml) was poured and the mixture was extracted with ethyl acetate (300 ml). The e... Reactants: Fc1cc(Br)c2occc2c1, CC1CN(Cc2ccccc2)CCC1=O, CCOCC, ClCCl, [Mg], C1CCOC1, O. The product is CC1CN(Cc2ccccc2)CCC1(O)c1cc(F)cc2ccoc12. RXN SMILES: [Br:1][c:2]1[cH:3][c:4]([F:11])[cH:5][c:6]2[cH:7][cH:8][o:9][c:10]12.[CH2:13]([c:14]1[cH:15][cH:16][cH:17][cH:18][cH:19]1)[N:20]1[CH2:21][CH:22]([CH3:27])[C:23](=[O:26])[CH2:24][CH2:25]1.[CH3:29][CH2:30][O:31][CH2:32][CH3:33].[Cl:39][CH2:40][Cl:41].[Mg:12].[O:34]1[CH2:35][CH2:36][CH2:37][CH2:38]1.[OH2:28]>>[c:2]1([C:23]2([OH:26])[CH:22]([CH3:27])[CH2:21][N:20]([CH2:13][c:14]3[cH:15][cH:16][cH:17][cH:18][cH:19]3)[CH2:25][CH2:24]2)[cH:3][c:4]([F:11])[cH:5][c:6]2[cH:7][cH:8][o:9][c:10]12. Starting materials: C=1(C(=CC=CC1)S(=O)(=O)O)C (Toluenesulfonic acid), BrC=1C(=C(C=O)C=CC1)C (3-bromo-2-methyl-benzaldehyde), C(=O)(O)[O-].[Na+] (NaHCO3). Run in C(OC)(OC)OC (trimethyl orthoformate), CO (MeOH). Run at time 6 hour. Yields the product BrC1=C(C(=CC=C1)C(OC)OC)C (1-Bromo-3-dimethoxymethyl-2-methyl-benzene). As a reaction SMILES: [Br:1][C:2]1[C:3]([CH3:10])=[C:4]([CH:7]=[CH:8][CH:9]=1)[CH:5]=[O:6].[C:11]1(C)C(S(O)(=O)=O)=CC=CC=1.[C:22]([O-:25])(O)=O.[Na+]>CO.C(OC)(OC)OC>[Br:1][C:2]1[CH:9]=[CH:8][CH:7]=[C:4]([CH:5]([O:25][CH3:22])[O:6][CH3:11])[C:3]=1[CH3:10] |f:2.3|. Reported procedure: The 3-bromo-2-methyl-benzaldehyde ((Example 6: step c) 813 mg, 4.08 mmol) was dissolved in dry MeOH (50 mL) and trimethyl orthoformate (8 mL). Toluenesulfonic acid (100 mg) was added and the solution was stirred for 6 h at rt. Solid NaHCO3 (200 mg) was added, the solution was stirred for 30 min, and the volatile components were removed in vacuo. The residue was dissolved in dry EtOAc (10 mL), the solution was filtered (45 micron filter), and the solvent was removed in vacuo. 1H NMR analysis of t...